Dataset: the Open Reaction Database (ORD), a public repository of structured organic reaction records. Task: describe an organic reaction: reactants, conditions, products, and yield The reactants are CC(C)(C)C(=O)Nc1ccc(Br)cn1, O=C([O-])O, [Li]CCCC, CCOCC, Cl, [Na+]. Product: CCCC(=O)c1ccc(NC(=O)C(C)(C)C)nc1. RXN SMILES: [Br:1][c:2]1[cH:3][cH:4][c:5]([NH:8][C:9]([C:10]([CH3:11])([CH3:12])[CH3:13])=[O:14])[n:6][cH:7]1.[C:21]([OH:22])(=[O:23])[O-:24].[CH2:15]([CH2:16][CH2:17][CH3:18])[Li:19].[CH3:26][CH2:27][O:28][CH2:29][CH3:30].[ClH:20].[Na+:25]>>[c:2]1([C:15]([CH2:16][CH2:17][CH3:18])=[O:22])[cH:3][cH:4][c:5]([NH:8][C:9]([C:10]([CH3:11])([CH3:12])[CH3:13])=[O:14])[n:6][cH:7]1. Reactants: [H-].[Na+] (sodium hydride), FC(CO)(F)F (2,2,2-Trifluoroethanol), ClC1=C(C(=O)OCC)C(=CC(=N1)C(F)(F)F)C (ethyl 2-chloro4-methyl-6-(trifluoromethyl)nicotinate). The solvent is C1CCOC1 (THF), C1CCOC1 (THF). Run at temperature 0 celsius, time 5 minute. Product: CC1=CC(=NC(=C1C(=O)OCC)OCC(F)(F)F)C(F)(F)F (ethyl 4-methyl-2-(2,2,2-trifluoroethoxy)-6-(trifluoromethyl)nicotinate). Yield: 55.6%. Reaction SMILES: [H-].[Na+].[F:3][C:4]([F:8])([F:7])[CH2:5][OH:6].Cl[C:10]1[N:20]=[C:19]([C:21]([F:24])([F:23])[F:22])[CH:18]=[C:17]([CH3:25])[C:11]=1[C:12]([O:14][CH2:15][CH3:16])=[O:13]>C1COCC1>[CH3:25][C:17]1[C:11]([C:12]([O:14][CH2:15][CH3:16])=[O:13])=[C:10]([O:6][CH2:5][C:4]([F:8])([F:7])[F:3])[N:20]=[C:19]([C:21]([F:24])([F:23])[F:22])[CH:18]=1 |f:0.1|. Procedure: A suspension of sodium hydride (150 mg of 60% in mineral oil, 3.7 mmol) was formed in THF (10 mL) and cooled in an ice bath. 2,2,2-Trifluoroethanol (0.34 mL, 4.7 mmol) was added dropwise, then the mixture was stirred at 0° C. for 5 mins. A solution of ethyl 2-chloro4-methyl-6-(trifluoromethyl)nicotinate (500 mg, 1.9 mmol) in THF (10 mL) was added and the mixture heated at reflux for 18 hours then cooled to room temperature. The mixture was partitioned between ethyl acetate (100 mL) and water (10...